From a dataset of the Open Reaction Database (ORD), a public repository of structured organic reaction records. describe an organic reaction: reactants, conditions, products, and yield Reactants: ClC=1C(=NC(=C(C1OC1=CC(=C(C=C1)OC)Br)Cl)F)F (3,5-dichloro-2,6-difluoro-4-(3-bromo-4-methoxyphenoxy)pyridine), Cl.COC(CN)=O (glycine methyl ester hydrochloric acid), C([O-])([O-])=O.[K+].[K+] (potassium carbonate). The solvent is CN(C)C=O (DMF), [Cl-].[Na+].O (brine). Conditions: time 20 hour. The product is ethyl acetate-hexanes, ClC=1C(=NC(=C(C1OC1=CC(=C(C=C1)OC)Br)Cl)NCC(=O)OC)F (3,5-Dichloro-2-fluoro-4-(3-bromo-4-methoxy-phenoxy)-6-methoxycarbonylmethylaminopyridine). Yield: 85.8%. As a reaction SMILES: [Cl:1][C:2]1[C:3](F)=[N:4][C:5]([F:19])=[C:6]([Cl:18])[C:7]=1[O:8][C:9]1[CH:14]=[CH:13][C:12]([O:15][CH3:16])=[C:11]([Br:17])[CH:10]=1.Cl.[CH3:22][O:23][C:24](=[O:27])[CH2:25][NH2:26].C(=O)([O-])[O-].[K+].[K+]>CN(C=O)C.[Cl-].[Na+].O>[Cl:18][C:6]1[C:5]([F:19])=[N:4][C:3]([NH:26][CH2:25][C:24]([O:23][CH3:22])=[O:27])=[C:2]([Cl:1])[C:7]=1[O:8][C:9]1[CH:14]=[CH:13][C:12]([O:15][CH3:16])=[C:11]([Br:17])[CH:10]=1 |f:1.2,3.4.5,7.8.9|. Procedure: To a solution of 3,5-dichloro-2,6-difluoro-4-(3-bromo-4-methoxyphenoxy)pyridine (250 mg) and glycine methyl ester hydrochloric acid (150 mg) in DMF (2.0 mL) was added potassium carbonate powder (250 mg) in one portion. The resulting mixture was stirred at ambient temperature for 20 hours. The reaction mixture was diluted with brine and extracted with ethyl acetate (50 mL×2). The combined organic layers were washed with brine (50 mL×3), dried (Na2SO4) and concentrated. Chromatography with ethyl a... The reactants are C1CCOC1, CO, Cl, CCOC(=O)Cc1cc(F)c2nc(Nc3cc(F)ccc3C)oc2c1, [Na+], [OH-]. The product is Cc1ccc(F)cc1Nc1nc2c(F)cc(CC(=O)O)cc2o1. RXN SMILES: [CH2:28]1[O:29][CH2:30][CH2:31][CH2:32]1.[CH3:33][OH:34].[ClH:35].[F:1][c:2]1[cH:3][cH:4][c:5]([CH3:25])[c:6]([NH:8][c:9]2[o:10][c:11]3[c:12]([n:13]2)[c:14]([F:24])[cH:15][c:16]([CH2:18][C:19](=[O:20])[O:21][CH2:22][CH3:23])[cH:17]3)[cH:7]1.[Na+:27].[OH-:26]>>[F:1][c:2]1[cH:3][cH:4][c:5]([CH3:25])[c:6]([NH:8][c:9]2[o:10][c:11]3[c:12]([n:13]2)[c:14]([F:24])[cH:15][c:16]([CH2:18][C:19](=[O:20])[OH:21])[cH:17]3)[cH:7]1. The reactants are COC1C(CC2=C(C=CC=C12)P(C1=CC=CC=C1)C1=C2CC(C(C2=CC=C1)OC)C)C (bis(1-methoxy-2-methyl-2,3-dihydro-1H-inden-4-yl)(phenyl)phosphine), Cl (HCl), CO (methanol), white solid. Run in O (water). The product is CC=1CC2=C(C=CC=C2C1)P(C1=CC=CC=C1)C=1C=CC=C2C=C(CC12)C (Bis(2-methyl-1H-inden-7-yl)(phenyl)phosphine). Reaction SMILES: CO[CH:3]1[C:11]2[C:6](=[C:7]([P:12]([C:19]3[CH:27]=[CH:26][CH:25]=[C:24]4[C:20]=3[CH2:21][CH:22]([CH3:30])[CH:23]4OC)[C:13]3[CH:18]=[CH:17][CH:16]=[CH:15][CH:14]=3)[CH:8]=[CH:9][CH:10]=2)[CH2:5][CH:4]1[CH3:31].Cl.CO>O>[CH3:30][C:22]1[CH2:21][C:20]2[C:24]([CH:23]=1)=[CH:25][CH:26]=[CH:27][C:19]=2[P:12]([C:7]1[CH:8]=[CH:9][CH:10]=[C:11]2[C:6]=1[CH2:5][C:4]([CH3:31])=[CH:3]2)[C:13]1[CH:18]=[CH:17][CH:16]=[CH:15][CH:14]=1. Reported procedure: A mixture of 21.3 g (49.5 mmol) of crude bis(1-methoxy-2-methyl-2,3-dihydro-1H-inden-4-yl)(phenyl)phosphine, 100 ml of 16 M HCl, and 150 ml of methanol was refluxed for 5 hours. This mixture was cooled to ambient temperature, and 100 ml of water was added. The white precipitate that formed was filtered off and dried in vacuum. Yield, 15.0 g (82%) of a white solid. Starting materials: C(C1=CC=CC=C1)OC(=O)N[C@@H]1C(N(CCCC1)CC(=O)OC(C)(C)C)=O (tert-Butyl (3S)-3-benzyloxycarbonylamino-2-oxoperhydroazepine-1-acetate). Run in C(C)O (ethanol). Run at time 4 hour. Yields the product N[C@@H]1C(N(CCCC1)CC(=O)OC(C)(C)C)=O (tert-butyl (3S)-3-amino-2-oxoperhydroazepine-1-acetate). Isolated yield 79.7%. RXN SMILES: C(OC([NH:11][C@H:12]1[CH2:18][CH2:17][CH2:16][CH2:15][N:14]([CH2:19][C:20]([O:22][C:23]([CH3:26])([CH3:25])[CH3:24])=[O:21])[C:13]1=[O:27])=O)C1C=CC=CC=1>C(O)C>[NH2:11][C@H:12]1[CH2:18][CH2:17][CH2:16][CH2:15][N:14]([CH2:19][C:20]([O:22][C:23]([CH3:25])([CH3:24])[CH3:26])=[O:21])[C:13]1=[O:27]. Reported procedure: tert-Butyl (3S)-3-benzyloxycarbonylamino-2-oxoperhydroazepine-1-acetate (15 g) was disolved in ethanol (150 ml) and purged with argon. 10% palladium or carbon (1.5 g) was added and the flask evacuated and filled with hydrogen from a balloon. The reaction mixture was stirred at ambient temperature for 4 hours. The reaction mixture was then purged with argon and filtered through diatomaceous earth. The filtrate was evaporated to give tert-butyl (3S)-3-amino-2-oxoperhydroazepine-1-acetate (7.7 g) a... Starting materials: CC=NO, CC(O)Oc1ccc(C(=O)c2ccc([N+](=O)[O-])cc2)c(Cl)c1Cl, [H-], [Na+], CN(C)C=O. Product: CC(O)Oc1ccc(C(=O)c2ccc(O)cc2)c(Cl)c1Cl. Reaction SMILES: [CH:3](=[N:4][OH:6])[CH3:5].[Cl:7][c:8]1[c:9]([O:10][CH:11]([CH3:12])[OH:13])[cH:14][cH:15][c:16]([C:19]([c:20]2[cH:21][cH:22][c:23]([N+:26]([O-:27])=[O:28])[cH:24][cH:25]2)=[O:29])[c:17]1[Cl:18].[H-:1].[Na+:2].[O:30]=[CH:31][N:32]([CH3:33])[CH3:34]>>[OH:6][c:23]1[cH:22][cH:21][c:20]([C:19]([c:16]2[cH:15][cH:14][c:9]([O:10][CH:11]([CH3:12])[OH:13])[c:8]([Cl:7])[c:17]2[Cl:18])=[O:29])[cH:25][cH:24]1. The reactants are C(C1=CC=CC=C1)OC1=CC=C(C=C1)N1C=NC=C1C1=CC=NC=C1 (4-(1-(4-(benzyloxy)phenyl)-1H-imidazol-5-yl)pyridine), C1(=CC=CC=C1)OC (anisole). Solvent: FC(C(=O)O)(F)F (trifluoracetic acid). Conditions: temperature 75 celsius. Yields the product N1=CC=C(C=C1)C1=CN=CN1C1=CC=C(C=C1)O (4-(5-(pyridin-4-yl)-1H-imidazol-1-yl)phenol). Isolated yield 88.0%. As a reaction SMILES: C([O:8][C:9]1[CH:14]=[CH:13][C:12]([N:15]2[C:19]([C:20]3[CH:25]=[CH:24][N:23]=[CH:22][CH:21]=3)=[CH:18][N:17]=[CH:16]2)=[CH:11][CH:10]=1)C1C=CC=CC=1.C1(OC)C=CC=CC=1>FC(F)(F)C(O)=O>[N:23]1[CH:24]=[CH:25][C:20]([C:19]2[N:15]([C:12]3[CH:13]=[CH:14][C:9]([OH:8])=[CH:10][CH:11]=3)[CH:16]=[N:17][CH:18]=2)=[CH:21][CH:22]=1. Reported procedure: A solution of Preparation 81 (4-(1-(4-(benzyloxy)phenyl)-1H-imidazol-5-yl)pyridine, 2 g, 6.1 mmol) and anisole (13 mL, 122 mmol) in trifluoracetic acid (50 mL) was heated at 75° C. for 24 h. The solvent was removed in vacuo and the residue was purified via silica gel chromatography with chloroform-methanol-ammonium hydroxide (94:5:1) to afford 1.27 g (88%) of the title compound; diagnostic 13C NMR signals (100 MHz, CDCl3) δ 158.402, 149.145, 141.061, 138.018, 120.600, 129.822, 127.482, 127.370, ... The reactants are CCCCc1nc(Cl)c(C=O)n1Cc1ccc(-c2ccccc2S(=O)(=O)N=CN(C)C)cc1, CO, Cl, [Na+], [OH-]. Yields the product CCCCc1nc(Cl)c(C=O)n1Cc1ccc(-c2ccccc2S(N)(=O)=O)cc1. As a reaction SMILES: [CH3:1][N:2]([CH:3]=[N:5][S:6](=[O:7])(=[O:8])[c:9]1[c:10](-[c:15]2[cH:16][cH:17][c:18]([CH2:21][n:22]3[c:23]([CH2:30][CH2:31][CH2:32][CH3:33])[n:24][c:25]([Cl:29])[c:26]3[CH:27]=[O:28])[cH:19][cH:20]2)[cH:11][cH:12][cH:13][cH:14]1)[CH3:4].[CH3:37][OH:38].[ClH:34].[Na+:36].[OH-:35]>>[NH2:5][S:6](=[O:7])(=[O:8])[c:9]1[c:10](-[c:15]2[cH:16][cH:17][c:18]([CH2:21][n:22]3[c:23]([CH2:30][CH2:31][CH2:32][CH3:33])[n:24][c:25]([Cl:29])[c:26]3[CH:27]=[O:28])[cH:19][cH:20]2)[cH:11][cH:12][cH:13][cH:14]1.